This data is from the Open Reaction Database (ORD), a public repository of structured organic reaction records. The task is: describe an organic reaction: reactants, conditions, products, and yield The reactants are C(C)(C)N(C(C)C)CC (N,N-diisopropylethylamine), CS(=O)C (dimethyl sulfoxide), CC=1C=C(C=C(OCCCO)C1)OS(=O)(=O)C1=CC=CC2=CC=CC=C12 (3-[5-methyl-3-(1-naphthalenylsulfonyloxy)phenoxy]propanol). Run in ClCCl (dichloromethane). Reaction conditions: time 1 hour. Product: CC=1C=C(C=C(OCCC=O)C1)OS(=O)(=O)C1=CC=CC2=CC=CC=C12 (3-[5-Methyl-3-(1-naphthalenylsulfonyloxy)phenoxy]propionaldehyde). Isolated yield 91.1%. RXN SMILES: [CH3:1][C:2]1[CH:3]=[C:4]([O:13][S:14]([C:17]2[C:26]3[C:21](=[CH:22][CH:23]=[CH:24][CH:25]=3)[CH:20]=[CH:19][CH:18]=2)(=[O:16])=[O:15])[CH:5]=[C:6]([CH:12]=1)[O:7][CH2:8][CH2:9][CH2:10][OH:11].C(N(CC)C(C)C)(C)C.CS(C)=O>ClCCl>[CH3:1][C:2]1[CH:3]=[C:4]([O:13][S:14]([C:17]2[C:26]3[C:21](=[CH:22][CH:23]=[CH:24][CH:25]=3)[CH:20]=[CH:19][CH:18]=2)(=[O:16])=[O:15])[CH:5]=[C:6]([CH:12]=1)[O:7][CH2:8][CH2:9][CH:10]=[O:11]. Procedure details: Sulfur trioxide pyridine complex (800 mg, 5.0 mmol) was added to a solution of 3-[5-methyl-3-(1-naphthalenylsulfonyloxy)phenoxy]propanol (600 mg, 1.6 mmol), as prepared in the preceding step, N,N-diisopropylethylamine (0.7 mL, 5.5 mmol) and anhydrous dimethyl sulfoxide (0.4 mL, 5.6 mmol) in anhydrous dichloromethane (15 mL). The reaction mixture was stirred at ambient temperature for 1 hour and then quenched with 10% aqueous citric acid (60 mL). The mixture was extracted into dichloromethane (3×...